This data is from the Open Reaction Database (ORD), a public repository of structured organic reaction records. The task is: describe an organic reaction: reactants, conditions, products, and yield The reactants are CC#N, ClCc1ccc2ccccc2n1, [K+], [K+], O=C([O-])[O-], COc1ccc(C2=C(c3ccc(O)cc3)OC(C)(C)C2=O)cc1. Product: COc1ccc(C2=C(c3ccc(OCc4ccc5ccccc5n4)cc3)OC(C)(C)C2=O)cc1. As a reaction SMILES: [CH3:42][C:43]#[N:44].[Cl:30][CH2:31][c:32]1[n:33][c:34]2[cH:35][cH:36][cH:37][cH:38][c:39]2[cH:40][cH:41]1.[K+:24].[K+:25].[O-:26][C:27]([O-:28])=[O:29].[OH:1][c:2]1[cH:3][cH:4][c:5]([C:8]2=[C:9]([c:16]3[cH:17][cH:18][c:19]([O:22][CH3:23])[cH:20][cH:21]3)[C:10](=[O:15])[C:11]([CH3:13])([CH3:14])[O:12]2)[cH:6][cH:7]1>>[O:1]([c:2]1[cH:3][cH:4][c:5]([C:8]2=[C:9]([c:16]3[cH:17][cH:18][c:19]([O:22][CH3:23])[cH:20][cH:21]3)[C:10](=[O:15])[C:11]([CH3:13])([CH3:14])[O:12]2)[cH:6][cH:7]1)[CH2:31][c:32]1[n:33][c:34]2[cH:35][cH:36][cH:37][cH:38][c:39]2[cH:40][cH:41]1. Starting materials: C(=O)(O)C=1C=CC=C2C=CN(C12)CC=C (7-carboxy-N-allylindole), N1C=CC2=CC=CC(=C12)C(=O)N1C[C@H]([C@@H](C1)C1CC1)CN1CCC(CC1)C1=CC=C(C=C1)F (1-(7-Indolecarbonyl)-3-(R)-(4-(4fluorophenyl)piperidinylmethyl)-4-(S)-(cyclopropyl)pyrrolidine). Product: C(C=C)N1C=CC2=CC=CC(=C12)C(=O)N1C[C@H]([C@@H](C1)C1CC1)CN1CCC(CC1)C1=CC=C(C=C1)F (1-(N-Allyl-7-indolecarbonyl)-3-(R)-(4-(4-fluorophenyl)piperidinylmethyl)-4-(S)-(cyclopropyl)pyrrolidine). RXN SMILES: [C:1]([C:4]1[CH:5]=[CH:6][CH:7]=[C:8]2[C:12]=1[N:11]([CH2:13][CH:14]=[CH2:15])[CH:10]=[CH:9]2)([OH:3])=O.N1C2C(=CC=CC=2C([N:27]2[CH2:31][C@@H:30]([CH:32]3[CH2:34][CH2:33]3)[C@H:29]([CH2:35][N:36]3[CH2:41][CH2:40][CH:39]([C:42]4[CH:47]=[CH:46][C:45]([F:48])=[CH:44][CH:43]=4)[CH2:38][CH2:37]3)[CH2:28]2)=O)C=C1>>[CH2:13]([N:11]1[C:12]2[C:8](=[CH:7][CH:6]=[CH:5][C:4]=2[C:1]([N:27]2[CH2:31][C@@H:30]([CH:32]3[CH2:33][CH2:34]3)[C@H:29]([CH2:35][N:36]3[CH2:37][CH2:38][CH:39]([C:42]4[CH:43]=[CH:44][C:45]([F:48])=[CH:46][CH:47]=4)[CH2:40][CH2:41]3)[CH2:28]2)=[O:3])[CH:9]=[CH:10]1)[CH:14]=[CH2:15]. Procedure details: The title compound was prepared from 7-carboxy-N-allylindole and 3-(S)-(4-(4-fluorophenyl)piperidinylmethyl)-4-(S)-(cyclopropyl)pyrrolidine (Example 11) as described in Example 11. Mass Spectrum (EI) m/e 486 (M+1). Yield: 95.2%. Procedure details: Methylamine hydrochloride (2.7 g) and a 10% aqueous solution of sodium hydroxyde (30 ml) were added to a solution of 1-fluoro-2-nitrobenzene (2.82 g) in THF (20 ml). The mixture was kept at 23° for 24 h. The reaction mixture was then concentrated in vacuo, taken up with 10% aqueous sodium hydroxide (30 ml) and extracted with EA (3×30 ml). The combined organic layers were washed with a saturated ammonium chloride solution (50 ml), brine (50 ml) and dried. Evaporation of the solvent gave the title... Reaction SMILES: Cl.[CH3:2][NH2:3].[Na].F[C:6]1[CH:11]=[CH:10][CH:9]=[CH:8][C:7]=1[N+:12]([O-:14])=[O:13]>C1COCC1>[CH3:2][NH:3][C:6]1[CH:11]=[CH:10][CH:9]=[CH:8][C:7]=1[N+:12]([O-:14])=[O:13] |f:0.1,^1:3|. Yields the product CNC1=C(C=CC=C1)[N+](=O)[O-] (N-methyl-2-nitroaniline). Run at time 24 hour. Run in C1CCOC1 (THF). Reactants: Cl.CN (Methylamine hydrochloride), aqueous solution, [Na] (sodium), FC1=C(C=CC=C1)[N+](=O)[O-] (1-fluoro-2-nitrobenzene). Reactants: C(C1=CC=CC=C1)O (benzyl alcohol), ice, S(=O)(Cl)Cl (thionyl chloride), [Na+].C(C1=CC=CC=C1)OC(=O)NC(C(=O)[O-])CCP(=O)(O)O (2-(N-benzyloxycarbonylamino)-4-phosphonobutanoic acid monosodium salt). Run at time 15 minute. The product is C(C1=CC=CC=C1)OC(=O)NC(C(=O)OCC1=CC=CC=C1)CCP(=O)(O)O (benzyl 2-(N-benzyloxycarbonylamino)-4-phosphonobutanoate). Yield: 84.0%. As a reaction SMILES: [CH2:1](O)[C:2]1[CH:7]=[CH:6][CH:5]=[CH:4][CH:3]=1.S(Cl)(Cl)=O.[Na+].[CH2:14]([O:21][C:22]([NH:24][CH:25]([CH2:29][CH2:30][P:31]([OH:34])([OH:33])=[O:32])[C:26]([O-:28])=[O:27])=[O:23])[C:15]1[CH:20]=[CH:19][CH:18]=[CH:17][CH:16]=1>>[CH2:14]([O:21][C:22]([NH:24][CH:25]([CH2:29][CH2:30][P:31]([OH:33])([OH:34])=[O:32])[C:26]([O:28][CH2:1][C:2]1[CH:7]=[CH:6][CH:5]=[CH:4][CH:3]=1)=[O:27])=[O:23])[C:15]1[CH:20]=[CH:19][CH:18]=[CH:17][CH:16]=1 |f:2.3|. Procedure details: Next, 226 mL of benzyl alcohol was cooled to 0° C. and 19.5 g (164 mmol) of thionyl chloride was added dropwise. After stirring for 15 minutes, 21.2 g (62.4 mmol) of 2-(N-benzyloxycarbonylamino)-4-phosphonobutanoic acid monosodium salt was added and stirred at room temperature for 20 hours after the ice bath was removed. Completion of the reaction was confirmed by TLC (BuOH/AcOH/H2O=5:2:2, 254 nm). Benzyl alcohol was removed by vacuum distillation at 70° C. using a vacuum pump. The obtained oily... Solvent: C1CCOC1 (THF), O (water), CCOCC (ether). Procedure details: A suspension of lithium aluminum hydride (5.15 g, 0.136 mol) in ether (290 mL) was stirred at room temperature for one hour. The solution was cooled to -75° C. under nitrogen, and a solution of the product from Step B (23.9 g, 73.6 mol) in THF (60 mL) was added over ca. 30 min, maintaining the temperature below -40° C. When the addition was complete, the reaction was warmed to -15° C., then recooled to -35° C. A solution of potassium hydrogen sulfate (19.4 g) in 77 mL water was slowly added. The... Yields the product C(C)(C)(C)OC(=O)N[C@H](C=O)CCS(=O)(=O)C ((S)-2-(tert-Butoxycarbonylamino)-4-(methanesulfonyl)butanal). As a reaction SMILES: [H-].[Al+3].[Li+].[H-].[H-].[H-].[C:7]([O:11][C:12]([NH:14][C@@H:15]([CH2:22][CH2:23][S:24]([CH3:27])(=[O:26])=[O:25])[C:16](N(OC)C)=[O:17])=[O:13])([CH3:10])([CH3:9])[CH3:8].S([O-])(O)(=O)=O.[K+]>CCOCC.C1COCC1.O>[C:7]([O:11][C:12]([NH:14][C@@H:15]([CH2:22][CH2:23][S:24]([CH3:27])(=[O:26])=[O:25])[CH:16]=[O:17])=[O:13])([CH3:9])([CH3:10])[CH3:8] |f:0.1.2.3.4.5,7.8|. The reactants are C(C)(C)(C)OC(=O)N[C@H](C(=O)N(C)OC)CCS(=O)(=O)C ((S)-2-(tert-Butoxycarbonylamino)-N-methoxy-N-methyl-4-(methanesulfonyl)butanamide), S(=O)(=O)(O)[O-].[K+] (potassium hydrogen sulfate), [H-].[Al+3].[Li+].[H-].[H-].[H-] (lithium aluminum hydride). Reaction conditions: time 1 hour. Starting materials: CC=1C=C(C=NC1C)CC=1C(NC(=NC1)N[N+](=O)[O-])=O (5-(5,6-dimethyl-3-pyridylmethyl)-2-nitroamino-4-pyrimidone), CC1=C(N=CN1)CSCCN (2-(5-methyl-4-imidazolylmethylthio)ethylamine). Solvent: C(C)O (ethanol). Product: O.CC1=C(N=CN1)CSCCNC1=NC=C(C(N1)=O)CC=1C=NC(=C(C1)C)C (2-[2-(5-methyl-4-imidazolylmethylthio)ethylamino]-5-(5,6-dimethyl-3-pyridylmethyl)-4-pyrimidone monohydrate). Reaction SMILES: [CH3:1][C:2]1[CH:3]=[C:4]([CH2:9][C:10]2[C:11](=[O:20])[NH:12][C:13]([NH:16][N+]([O-])=[O:18])=[N:14][CH:15]=2)[CH:5]=[N:6][C:7]=1[CH3:8].[CH3:21][C:22]1[NH:26][CH:25]=[N:24][C:23]=1[CH2:27][S:28][CH2:29][CH2:30]N>C(O)C>[OH2:18].[CH3:21][C:22]1[NH:26][CH:25]=[N:24][C:23]=1[CH2:27][S:28][CH2:29][CH2:30][NH:16][C:13]1[NH:12][C:11](=[O:20])[C:10]([CH2:9][C:4]2[CH:5]=[N:6][C:7]([CH3:8])=[C:2]([CH3:1])[CH:3]=2)=[CH:15][N:14]=1 |f:3.4|. Procedure details: A mixture of 5-(5,6-dimethyl-3-pyridylmethyl)-2-nitroamino-4-pyrimidone and 1.1 molar equivalents of 2-(5-methyl-4-imidazolylmethylthio)ethylamine was heated at 130° for 5 hours and heated under reflux in ethanol for 12 hours, evaporated to dryness and the product isolated as 2-[2-(5-methyl-4-imidazolylmethylthio)ethylamino]-5-(5,6-dimethyl-3-pyridylmethyl)-4-pyrimidone monohydrate, m.p. 115° (softening at 98°). The reactants are C1(CCCCC1)P(C1=C(C=CC=C1)C1=C(C=C(C=C1C(C)C)C(C)C)C(C)C)C1CCCCC1 (dicyclohexyl(2′,4′,6′-triisopropylbiphenyl-2-yl)phosphine), O1CCN(CC1)C1=NC=C(C=C1N)N1CCOCC1 (2,5-dimorpholinopyridin-3-amine), ClC1=C(C(=NC2=CC=C(C(=C12)F)Cl)C1=NC=CC=C1)C (4,6-dichloro-5-fluoro-3-methyl-2-(pyridin-2-yl)quinoline), C1(=CC=CC=C1)C (toluene), CC(C)([O-])C.[Na+] (sodium t-butoxide). Reagents/catalysts: C=1C=CC(=CC1)/C=C/C(=O)/C=C/C2=CC=CC=C2.C=1C=CC(=CC1)/C=C/C(=O)/C=C/C2=CC=CC=C2.C=1C=CC(=CC1)/C=C/C(=O)/C=C/C2=CC=CC=C2.[Pd].[Pd] (Pd2dba3). The solvent is O (water). Conditions: temperature 120 celsius, time 45 minute. Yields the product ClC=1C(=C2C(=C(C(=NC2=CC1)C1=NC=CC=C1)C)NC=1C(=NC=C(C1)N1CCOCC1)N1CCOCC1)F (6-chloro-N-(2,5-di-4-morpholinyl-3-pyridinyl)-5-fluoro-3-methyl-2-(2-pyridinyl)-4-quinolinamine). As a reaction SMILES: C1(P(C2CCCCC2)C2C=CC=CC=2C2C(C(C)C)=CC(C(C)C)=CC=2C(C)C)CCCCC1.[O:35]1[CH2:40][CH2:39][N:38]([C:41]2[C:46]([NH2:47])=[CH:45][C:44]([N:48]3[CH2:53][CH2:52][O:51][CH2:50][CH2:49]3)=[CH:43][N:42]=2)[CH2:37][CH2:36]1.Cl[C:55]1[C:64]2[C:59](=[CH:60][CH:61]=[C:62]([Cl:66])[C:63]=2[F:65])[N:58]=[C:57]([C:67]2[CH:72]=[CH:71][CH:70]=[CH:69][N:68]=2)[C:56]=1[CH3:73].C1(C)C=CC=CC=1.CC(C)([O-])C.[Na+]>O.C1C=CC(/C=C/C(/C=C/C2C=CC=CC=2)=O)=CC=1.C1C=CC(/C=C/C(/C=C/C2C=CC=CC=2)=O)=CC=1.C1C=CC(/C=C/C(/C=C/C2C=CC=CC=2)=O)=CC=1.[Pd].[Pd]>[Cl:66][C:62]1[C:63]([F:65])=[C:64]2[C:59](=[CH:60][CH:61]=1)[N:58]=[C:57]([C:67]1[CH:72]=[CH:71][CH:70]=[CH:69][N:68]=1)[C:56]([CH3:73])=[C:55]2[NH:47][C:46]1[C:41]([N:38]2[CH2:39][CH2:40][O:35][CH2:36][CH2:37]2)=[N:42][CH:43]=[C:44]([N:48]2[CH2:49][CH2:50][O:51][CH2:52][CH2:53]2)[CH:45]=1 |f:4.5,7.8.9.10.11|. Reported procedure: To a stirred solution of dicyclohexyl(2′,4′,6′-triisopropylbiphenyl-2-yl)phosphine (0.018 g, 0.038 mmol), 2,5-dimorpholinopyridin-3-amine (0.074 g, 0.281 mmol), 4,6-dichloro-5-fluoro-3-methyl-2-(pyridin-2-yl)quinoline (0.072 g, 0.234 mmol) and Pd2dba3 (8.59 mg, 9.38 μmol) in toluene (2.3 mL, 0.23 mmol) was added sodium t-butoxide (0.056 g, 0.59 mmol). The reaction mixture was heated to 120° C. and stirred for 45 min. The reaction was cooled to rt and diluted with water (25 mL). The mixture was e...